Dataset: the Open Reaction Database (ORD), a public repository of structured organic reaction records. Task: describe an organic reaction: reactants, conditions, products, and yield The reactants are CCc1ccc(CCC(=O)OC(C)(C)C)cc1N, CCOC(C)=O, Nc1nc(Cl)nc2c1ncn2C1OC(CO)C(O)C1O. The product is CCc1ccc(CCC(=O)OC(C)(C)C)cc1Nc1nc(N)c2ncn(C3OC(CO)C(O)C3O)c2n1. RXN SMILES: [C:21]([CH3:22])([CH3:23])([CH3:24])[O:25][C:26](=[O:27])[CH2:28][CH2:29][c:30]1[cH:31][c:32]([NH2:38])[c:33]([CH2:34][CH3:35])[cH:36][cH:37]1.[CH3:39][CH2:40][O:41][C:42](=[O:43])[CH3:44].[Cl:1][c:2]1[n:3][c:4]([NH2:20])[c:5]2[n:6][cH:7][n:8]([CH:9]3[CH:10]([OH:11])[CH:12]([OH:13])[CH:14]([CH2:15][OH:16])[O:17]3)[c:18]2[n:19]1>>[c:2]1([NH:38][c:32]2[cH:31][c:30]([CH2:29][CH2:28][C:26]([O:25][C:21]([CH3:22])([CH3:23])[CH3:24])=[O:27])[cH:37][cH:36][c:33]2[CH2:34][CH3:35])[n:3][c:4]([NH2:20])[c:5]2[n:6][cH:7][n:8]([CH:9]3[CH:10]([OH:11])[CH:12]([OH:13])[CH:14]([CH2:15][OH:16])[O:17]3)[c:18]2[n:19]1. Reactants: COc1cc2c(Oc3ccc4[nH]c(C)cc4c3F)ncnc2cc1OCCCBr, O=C([O-])[O-], C#CCN1CCNCC1, [K+], [K+]. Yields the product C#CCN1CCN(CCCOc2cc3ncnc(Oc4ccc5[nH]c(C)cc5c4F)c3cc2OC)CC1. As a reaction SMILES: [Br:16][CH2:17][CH2:18][CH2:19][O:20][c:21]1[c:22]([O:43][CH3:44])[cH:23][c:24]2[c:25]([O:31][c:32]3[c:33]([F:42])[c:34]4[cH:35][c:36]([CH3:41])[nH:37][c:38]4[cH:39][cH:40]3)[n:26][cH:27][n:28][c:29]2[cH:30]1.[C:10](=[O:11])([O-:12])[O-:13].[CH2:1]([C:2]#[CH:3])[N:4]1[CH2:5][CH2:6][NH:7][CH2:8][CH2:9]1.[K+:14].[K+:15]>>[CH2:1]([C:2]#[CH:3])[N:4]1[CH2:5][CH2:6][N:7]([CH2:17][CH2:18][CH2:19][O:20][c:21]2[c:22]([O:43][CH3:44])[cH:23][c:24]3[c:25]([O:31][c:32]4[c:33]([F:42])[c:34]5[cH:35][c:36]([CH3:41])[nH:37][c:38]5[cH:39][cH:40]4)[n:26][cH:27][n:28][c:29]3[cH:30]2)[CH2:8][CH2:9]1. Reactants: CCCCCC(O)C=CC1C(O)CC2OC(C(Br)CCCC(=O)OCCN(CC)CC)CC21, C1CCC2=NCCCN2CC1, Cl, O=P([O-])([O-])[O-]. Product: CCCCCC(O)C=CC1C(O)CC2OC(=CCCCC(=O)OCCN(CC)CC)CC21. RXN SMILES: [CH2:1]([CH3:2])[N:3]([CH2:4][CH3:5])[CH2:6][CH2:7][O:8][C:9]([CH2:10][CH2:11][CH2:12][CH:13]([CH:14]1[CH2:15][CH:16]2[CH:17]([CH2:18][CH:19]([OH:30])[CH:20]2[CH:21]=[CH:22][CH:23]([CH2:24][CH2:25][CH2:26][CH2:27][CH3:28])[OH:29])[O:31]1)[Br:32])=[O:33].[CH2:34]1[CH2:35][CH2:36][C:37]2=[N:42][CH2:41][CH2:40][CH2:39][N:38]2[CH2:43][CH2:44]1.[ClH:45].[O-:46][P:47](=[O:48])([O-:49])[O-:50]>>[CH2:1]([CH3:2])[N:3]([CH2:4][CH3:5])[CH2:6][CH2:7][O:8][C:9]([CH2:10][CH2:11][CH2:12][CH:13]=[C:14]1[CH2:15][CH:16]2[CH:17]([CH2:18][CH:19]([OH:30])[CH:20]2[CH:21]=[CH:22][CH:23]([CH2:24][CH2:25][CH2:26][CH2:27][CH3:28])[OH:29])[O:31]1)=[O:33].